From a dataset of the Open Reaction Database (ORD), a public repository of structured organic reaction records. describe an organic reaction: reactants, conditions, products, and yield The reactants are CC(C)(C)OC(=O)N1CCOC(c2ccc([N+](=O)[O-])cc2)C1, CO. Yields the product CC(C)(C)OC(=O)N1CCOC(c2ccc(N)cc2)C1. As a reaction SMILES: [C:1]([CH3:2])([CH3:3])([CH3:4])[O:5][C:6](=[O:7])[N:8]1[CH2:9][CH:10]([c:14]2[cH:15][cH:16][c:17]([N+:20]([O-:21])=[O:22])[cH:18][cH:19]2)[O:11][CH2:12][CH2:13]1.[CH3:23][OH:24]>>[C:1]([CH3:2])([CH3:3])([CH3:4])[O:5][C:6](=[O:7])[N:8]1[CH2:9][CH:10]([c:14]2[cH:15][cH:16][c:17]([NH2:20])[cH:18][cH:19]2)[O:11][CH2:12][CH2:13]1. The reactants are CC(=O)O, Cc1cc(CN2CCOCC2)c(C#N)c(=O)[nH]1, Cl, C1COCCO1. Product: Cc1cc(CN2CCOCC2)c(CN)c(=O)[nH]1. RXN SMILES: [C:25]([OH:26])(=[O:27])[CH3:28].[CH3:1][c:2]1[cH:3][c:4]([CH2:11][N:12]2[CH2:13][CH2:14][O:15][CH2:16][CH2:17]2)[c:5]([C:9]#[N:10])[c:6](=[O:8])[nH:7]1.[ClH:18].[O:19]1[CH2:20][CH2:21][O:22][CH2:23][CH2:24]1>>[CH3:1][c:2]1[cH:3][c:4]([CH2:11][N:12]2[CH2:13][CH2:14][O:15][CH2:16][CH2:17]2)[c:5]([CH2:9][NH2:10])[c:6](=[O:8])[nH:7]1. Reactants: N(=O)OC(C)(C)C (tert-butyl nitrite), COC=1N=CC=2CCCCC2C1 (3-methoxy-5,6,7,8-tetrahydroisoquinoline), CC(C)([O-])C.[K+] (potassium tert-butoxide). The solvent is [Cl-].[Na+].O (brine), C1CCOC1 (THF), C1CCOC1 (THF). Reaction conditions: time 18 hour. The product is COC=1N=CC=2CCCC(C2C1)=NO (3-Methoxy-7,8-dihydro-5(6H)-isoquinolinone oxime). Isolated yield 90.8%. As a reaction SMILES: [CH3:1][O:2][C:3]1[N:4]=[CH:5][C:6]2[CH2:7][CH2:8][CH2:9][CH2:10][C:11]=2[CH:12]=1.CC(C)([O-])C.[K+].[N:19](OC(C)(C)C)=[O:20]>C1COCC1.[Cl-].[Na+].O>[CH3:1][O:2][C:3]1[N:4]=[CH:5][C:6]2[CH2:7][CH2:8][CH2:9][C:10](=[N:19][OH:20])[C:11]=2[CH:12]=1 |f:1.2,5.6.7|. Procedure: A solution of 3-methoxy-5,6,7,8-tetrahydroisoquinoline (1.40 g, 8.59 mmol) in THF (20 ml) was added to a solution of potassium tert-butoxide (1.92 g, 17.18 mmol) in THF (25 ml) and the resulting mixture was stirred at room temperature for 18 h, then cooled to 0° and tert-butyl nitrite (3.05 ml, 2.65 g, 27.77 mmol) added dropwise. After stirring for 18 h at room temperature brine was added and the mixture extracted three times with ethyl acetate. The combined organic phase was dried (MgSO4) and c... The reactants are C1(CC(C(CC1)C(C)C)O)C (Menthol), C(CCCC(=O)O)(=O)O (glutaric acid). The product is C(CCCC(=O)[O-])(=O)OC1CC(CCC1C(C)C)C (monomenthyl glutarate), C(CCCC(=O)OC1CC(CCC1C(C)C)C)(=O)OC1CC(CCC1C(C)C)C (dimenthyl glutarate). RXN SMILES: [CH:1]1([CH3:11])[CH2:6][CH2:5][CH:4]([CH:7]([CH3:9])[CH3:8])[CH:3]([OH:10])[CH2:2]1.[C:12]([OH:20])(=[O:19])[CH2:13][CH2:14][CH2:15][C:16]([OH:18])=[O:17]>>[C:12]([O:10][CH:3]1[CH:4]([CH:7]([CH3:8])[CH3:9])[CH2:5][CH2:6][CH:1]([CH3:11])[CH2:2]1)(=[O:19])[CH2:13][CH2:14][CH2:15][C:16]([O-:18])=[O:17].[C:16]([O:18][CH:3]1[CH:4]([CH:7]([CH3:9])[CH3:8])[CH2:5][CH2:6][CH:1]([CH3:11])[CH2:2]1)(=[O:17])[CH2:15][CH2:14][CH2:13][C:12]([O:10][CH:3]1[CH:4]([CH:7]([CH3:8])[CH3:9])[CH2:5][CH2:6][CH:1]([CH3:11])[CH2:2]1)=[O:20]. Procedure details: The inventive process is simple to practice using conventional equipment and techniques. Menthol and excess glutaric acid are reacted under conditions effective to produce a mixture comprising monomenthyl glutarate and dimenthyl glutarate. The initial weight ratio of glutaric acid to menthol is adjusted to range from 1.0 to 1.6, preferably from 1.05 to 1.56. This provides a product mixture that comprises from 60 to 70 wt. % of MMG and from 30 to 40 wt. % of DMG. Reactants: C(#N)C=1C=C(C=CC1)CC(C(=O)OCC)C(C)=O (ethyl 2-(3'-cyanophenylmethyl)-3-oxobutyrate), O (water). Run in Cl (hydrochloric acid). Yields the product O=C(CCC=1C=C(C(=O)N)C=CC1)C (3-(3'-oxobutyl)benzamide). As a reaction SMILES: [C:1]([C:3]1[CH:4]=[C:5]([CH2:9][CH:10]([C:16](=[O:18])[CH3:17])C(OCC)=O)[CH:6]=[CH:7][CH:8]=1)#[N:2].[OH2:19]>Cl>[O:18]=[C:16]([CH3:17])[CH2:10][CH2:9][C:5]1[CH:4]=[C:3]([CH:8]=[CH:7][CH:6]=1)[C:1]([NH2:2])=[O:19]. Procedure details: 38.2 g of ethyl 2-(3'-cyanophenylmethyl)-3-oxobutyrate was heated for 2 hours under reflux in 500 ml of concentrated hydrochloric acid. To the reaction solution was added 500 ml of water, followed by extraction three times with 500 ml portions of ethyl acetate. The organic phase was washed with water and dried with anhydrous sodium sulfate, after which the solvent was distilled off. The resultant 3-(3'-oxobutyl)benzoic acid was admixed with 500 ml of benzene and 17 ml of thionyl chloride and hea... Reactants: Cc1cc(C)c(CCl)c(C)c1, [K+], [K+], c1ccc2c(c1)Cn1cccc1C(C1CCNCC1)O2, O=C([O-])[O-], CN(C)C=O. The product is Cc1cc(C)c(CN2CCC(C3Oc4ccccc4Cn4cccc43)CC2)c(C)c1. RXN SMILES: [CH3:21][c:22]1[c:23]([CH2:24][Cl:25])[c:26]([CH3:31])[cH:27][c:28]([CH3:30])[cH:29]1.[K+:32].[K+:33].[NH:1]1[CH2:2][CH2:3][CH:4]([CH:7]2[O:8][c:9]3[c:10]([cH:17][cH:18][cH:19][cH:20]3)[CH2:11][n:12]3[c:13]2[cH:14][cH:15][cH:16]3)[CH2:5][CH2:6]1.[O-:34][C:35]([O-:36])=[O:37].[O:38]=[CH:39][N:40]([CH3:41])[CH3:42]>>[N:1]1([CH2:24][c:23]2[c:22]([CH3:21])[cH:29][c:28]([CH3:30])[cH:27][c:26]2[CH3:31])[CH2:2][CH2:3][CH:4]([CH:7]2[O:8][c:9]3[c:10]([cH:17][cH:18][cH:19][cH:20]3)[CH2:11][n:12]3[c:13]2[cH:14][cH:15][cH:16]3)[CH2:5][CH2:6]1. The reactants are O=C([O-])[O-], COC(=O)C(CC1CCCC1)n1ncc(I)cc1=O, CN(C)C=O, [K+], [K+], Oc1cccc2[nH]ccc12. Yields the product COC(=O)C(CC1CCCC1)n1ncc(Oc2cccc3[nH]ccc23)cc1=O. Reaction SMILES: [C:11](=[O:12])([O-:13])[O-:14].[CH3:17][O:18][C:19]([CH:20]([CH2:21][CH:22]1[CH2:23][CH2:24][CH2:25][CH2:26]1)[n:27]1[n:28][cH:29][c:30]([I:34])[cH:31][c:32]1=[O:33])=[O:35].[CH3:36][N:37]([CH3:38])[CH:39]=[O:40].[K+:15].[K+:16].[nH:1]1[cH:2][cH:3][c:4]2[c:5]([OH:10])[cH:6][cH:7][cH:8][c:9]12>>[nH:1]1[cH:2][cH:3][c:4]2[c:5]([O:10][c:30]3[cH:29][n:28][n:27]([CH:20]([C:19]([O:18][CH3:17])=[O:35])[CH2:21][CH:22]4[CH2:23][CH2:24][CH2:25][CH2:26]4)[c:32](=[O:33])[cH:31]3)[cH:6][cH:7][cH:8][c:9]12.